From a dataset of the Open Reaction Database (ORD), a public repository of structured organic reaction records. describe an organic reaction: reactants, conditions, products, and yield The reactants are COC(C=1C(C(=O)OC)=CC(=CC1)CN1C(C2=CC=CC=C2C1=O)=O)=O (4-(1,3-dioxo-1,3-dihydro-isoindol-2-ylmethyl)-phthalic acid dimethyl ester), O.NN (Hydrazine monohydrate). The solvent is CO (methanol). Run at time 15 hour. Product: COC(C=1C(C(=O)OC)=CC(=CC1)CNC(=O)OC(C)(C)C)=O (4-(t-butoxycarbonylamino-methyl)-phthalic acid dimethyl ester). RXN SMILES: [CH3:1][O:2][C:3](=[O:26])[C:4]1[C:5](=[CH:10][C:11]([CH2:14][N:15]2[C:23](=[O:24])C3C(=CC=CC=3)C2=O)=[CH:12][CH:13]=1)[C:6]([O:8][CH3:9])=[O:7].[OH2:27].NN>CO>[CH3:1][O:2][C:3](=[O:26])[C:4]1[C:5](=[CH:10][C:11]([CH2:14][NH:15][C:23]([O:24][C:4]([CH3:5])([CH3:13])[CH3:3])=[O:27])=[CH:12][CH:13]=1)[C:6]([O:8][CH3:9])=[O:7] |f:1.2|. Procedure: The compound (909 mg) obtained in Example 129-2 was suspended in methanol (22 ml). Hydrazine monohydrate (0.13 ml) was dropped in this suspension. Then, the solution was subjected to thermal reflux for 4 hours. After completion of the reaction, the solvent was distilled off under reduced pressure and then the residue was subjected to extraction with chloroform. The organic layer was washed with water and then washed with saturated saline solution, followed by drying with anhydrous sodium sulfate... The reactants are ClCCCN1S(NC2=C(C1)C=CC=C2)(=O)=O (3-(3-chloropropyl)-3,4-dihydro-1H-2,1,3-benzothiadiazine 2,2-dioxide), ClC=1C=C(C=CC1F)B(O)O (3-chloro-4-fluorophenylboronic acid). Product: ClC=1C=C(C=CC1F)N1S(N(CC2=C1C=CC=C2)CCCCl)(=O)=O (1-(3-chloro-4-fluorophenyl)-3-(3-chloropropyl)-3,4-dihydro-1H-2,1,3-benzothiadiazine 2,2-dioxide). Reaction SMILES: [Cl:1][CH2:2][CH2:3][CH2:4][N:5]1[CH2:10][C:9]2[CH:11]=[CH:12][CH:13]=[CH:14][C:8]=2[NH:7][S:6]1(=[O:16])=[O:15].[Cl:17][C:18]1[CH:19]=[C:20](B(O)O)[CH:21]=[CH:22][C:23]=1[F:24]>>[Cl:17][C:18]1[CH:19]=[C:20]([N:7]2[C:8]3[CH:14]=[CH:13][CH:12]=[CH:11][C:9]=3[CH2:10][N:5]([CH2:4][CH2:3][CH2:2][Cl:1])[S:6]2(=[O:16])=[O:15])[CH:21]=[CH:22][C:23]=1[F:24]. Reported procedure: In an analogous manner to Example 1 step 7, 3-(3-chloropropyl)-3,4-dihydro-1H-2,1,3-benzothiadiazine 2,2-dioxide (522 mg) was coupled to 3-chloro-4-fluorophenylboronic acid to provide 1-(3-chloro-4-fluorophenyl)-3-(3-chloropropyl)-3,4-dihydro-1H-2,1,3-benzothiadiazine 2,2-dioxide (138 mg): The reactants are N1CCNCC1 (piperazine), C(=C)(P(OCC)(OCC)=O)P(OCC)(OCC)=O (tetraethyl ethenylidenebisphosphonate). RXN SMILES: [NH:1]1[CH2:6][CH2:5][NH:4][CH2:3][CH2:2]1.[C:7]([P:17](=[O:24])([O:21][CH2:22][CH3:23])[O:18][CH2:19][CH3:20])([P:9](=[O:16])([O:13][CH2:14][CH3:15])[O:10][CH2:11][CH3:12])=[CH2:8]>>[N:1]1([CH2:8][CH:7]([P:9]([O:13][CH2:14][CH3:15])(=[O:16])[O:10][CH2:11][CH3:12])[P:17]([O:18][CH2:19][CH3:20])(=[O:24])[O:21][CH2:22][CH3:23])[CH2:6][CH2:5][NH:4][CH2:3][CH2:2]1. The product is N1(CCNCC1)CC(P(OCC)(=O)OCC)P(OCC)(=O)OCC (tetraethyl 2-(1-piperazyl)-1,1-ethanediphosphonate). Reported procedure: Reaction of piperazine with tetraethyl ethenylidenebisphosphonate according to the procedure described in Example 1, above, gives tetraethyl 2-(1-piperazyl)-1,1-ethanediphosphonate. Reaction of the latter with 9-chloro-10-fluoro-3-methyl-7-oxo-2,3-dihydro-7H-pyrido[1,2,3-de][1,4]benz-oxazine-6-carboxylic acid yields the title compound. Reactants: Intermediate 21, imine, C(C)(C)(C)OC(=O)N1[C@H]([C@@]2(C[C@@H]2C1)CN)C1=CC=CC=C1 ((1R,2S,5S)-1-aminomethyl-2-phenyl-3-aza-bicyclo[3.1.0]hexane-3-carboxylic acid tert-butyl ester), COC1=C(C=C2N(C([C@H]3[C@@H](C2=C1)C3)=O)C)C=O ((1aR,7bS)-6-methoxy-3-methyl-2-oxo-1a,2,3,7b-tetrahydro-1H-3-aza-cyclopropa[a]naphthalene-5-carbaldehyde), CO (Methanol), C(C)(=O)O[BH-](OC(C)=O)OC(C)=O.[Na+] (sodium triacetoxyborohydride). Solvent: C(Cl)Cl (methylene chloride). Run at time 3 hour. Product: C(C)(C)(C)OC(=O)N1[C@H]([C@@]2(C[C@@H]2C1)CNCC=1C=C2N(C([C@H]3[C@@H](C2=CC1OC)C3)=O)C)C3=CC=CC=C3 ((1R,2S,5S)-1-{[((1aR,7bS)-6-methoxy-3-methyl-2-oxo-1a,2,3,7b-tetrahydro-1H-3-aza-cyclopropa[a]naphthalen-5-ylmethyl)-amino]-methyl}-2-phenyl-3-aza-bicyclo[3.1.0]hexane-3-carboxylic acid tert-butyl ester). Yield: 104.5%. Reaction SMILES: [C:1]([O:5][C:6]([N:8]1[CH2:13][C@@H:12]2[C@@:10]([CH2:14][NH2:15])([CH2:11]2)[C@@H:9]1[C:16]1[CH:21]=[CH:20][CH:19]=[CH:18][CH:17]=1)=[O:7])([CH3:4])([CH3:3])[CH3:2].[CH3:22][O:23][C:24]1[CH:33]=[C:32]2[C:27]([N:28]([CH3:36])[C:29](=[O:35])[C@@H:30]3[CH2:34][C@@H:31]32)=[CH:26][C:25]=1[CH:37]=O.CO.C(O[BH-](OC(=O)C)OC(=O)C)(=O)C.[Na+]>C(Cl)Cl>[C:1]([O:5][C:6]([N:8]1[CH2:13][C@@H:12]2[C@@:10]([CH2:14][NH:15][CH2:37][C:25]3[CH:26]=[C:27]4[C:32](=[CH:33][C:24]=3[O:23][CH3:22])[C@H:31]3[CH2:34][C@H:30]3[C:29](=[O:35])[N:28]4[CH3:36])([CH2:11]2)[C@@H:9]1[C:16]1[CH:17]=[CH:18][CH:19]=[CH:20][CH:21]=1)=[O:7])([CH3:4])([CH3:2])[CH3:3] |f:3.4|. Procedure: Racemic Intermediate 21, one enantiomer being (1R,2S,5S)-1-aminomethyl-2-phenyl-3-aza-bicyclo[3.1.0]hexane-3-carboxylic acid tert-butyl ester (0.055 g, 0.19 mmol) was combined with (1aR,7bS)-6-methoxy-3-methyl-2-oxo-1a,2,3,7b-tetrahydro-1H-3-aza-cyclopropa[a]naphthalene-5-carbaldehyde (0.046 g, 0.20 mmol) in methylene chloride (3 mL) and the mixture was stirred for 3.0 hours. APCI mass spec showed complete imine formation (m+1: 503). Methanol (1.0 mL) and sodium triacetoxyborohydride (0.053 g, 0...